From a dataset of the Open Reaction Database (ORD), a public repository of structured organic reaction records. describe an organic reaction: reactants, conditions, products, and yield The reactants are CCC1CC(=O)c2cc(C)nc(C)c2N1C(=O)OCc1ccccc1, CO, O=C[O-], [NH4+]. Yields the product CCC1CC(=O)c2cc(C)nc(C)c2N1. As a reaction SMILES: [CH2:1]([O:2][C:3](=[O:4])[N:11]1[CH:12]([CH2:24][CH3:25])[CH2:13][C:14](=[O:23])[c:15]2[cH:16][c:17]([CH3:22])[n:18][c:19]([CH3:21])[c:20]21)[c:5]1[cH:6][cH:7][cH:8][cH:9][cH:10]1.[CH3:30][OH:31].[CH:26]([O-:27])=[O:28].[NH4+:29]>>[NH:11]1[CH:12]([CH2:24][CH3:25])[CH2:13][C:14](=[O:23])[c:15]2[cH:16][c:17]([CH3:22])[n:18][c:19]([CH3:21])[c:20]21. RXN SMILES: [C:1]([O:5][C:6](=[O:24])[NH:7][C@@H:8]([CH2:17][C:18]1[CH:23]=[CH:22][CH:21]=[CH:20]C=1)C(N1CCCCO1)=O)([CH3:4])([CH3:3])[CH3:2].[C:25]([O:29]C(N[C@H](C(O)=O)C(C)(C)C)=O)(C)(C)C.F[C:42](F)(F)C(O)=O.C(O[C:56]([NH:58][C@H:59]([C:63]([N:65](C)[C@@H:66]([C@@H](C)CC)[C@H:67](OC)[CH2:68][C:69]([O:71]C(C)(C)C)=O)=[O:64])[CH:60]([CH3:62])[CH3:61])=[O:57])C1C=CC=CC=1>>[CH3:42][C:60]([CH3:61])([CH3:62])[C@H:59]([NH:58][C:56](=[O:57])[C@H:21]([CH3:20])[C@H:22]([C@@H:23]1[CH2:18][CH2:17][CH2:8][N:7]1[C:6]([O:5][C:1]([CH3:2])([CH3:3])[CH3:4])=[O:24])[O:29][CH3:25])[C:63]([N:65]1[CH2:66][CH2:67][CH2:68][CH2:69][O:71]1)=[O:64]. Procedure details: The title compound was prepared analogously to the synthesis of Intermediates 5 and 6 in three steps by coupling commercially available N-(tert-butoxycarbonyl)-3-methyl-L-valine with 1,2-oxazinane hydrochloride (Starting Material 5), subsequent deprotection with trifluoroacetic acid and another coupling with Starting Material 1. The end product was purified by preparative HPLC. Reactants: C(C)(C)(C)OC(N[C@H](C(=O)N1OCCCC1)CC1=CC=CC=C1)=O (tert-butyl[(2S)-1-(1,2-oxazinan-2-yl)-1-oxo-3-phenylpropan-2-yl]carbamate), C(C)(C)(C)OC(N[C@H](C(=O)N1OCCCC1)CC1=CC=CC=C1)=O (tert-butyl[(2S)-1-(1,2-oxazinan-2-yl)-1-oxo-3-phenylpropan-2-yl]carbamate), FC(C(=O)O)(F)F (trifluoroacetic acid), C(C)(C)(C)OC(=O)N[C@@H](C(C)(C)C)C(=O)O (N-(tert-butoxycarbonyl)-3-methyl-L-valine), C(C)(C)(C)OC(N[C@H](C(=O)N1OCCCC1)CC1=CC=CC=C1)=O (tert-butyl[(2S)-1-(1,2-oxazinan-2-yl)-1-oxo-3-phenylpropan-2-yl]carbamate), C(C1=CC=CC=C1)OC(=O)N[C@@H](C(C)C)C(=O)N([C@H]([C@@H](CC(=O)OC(C)(C)C)OC)[C@H](CC)C)C (tert-butyl (3R,4S,5S)-4-[{N-[(benzyloxy)carbonyl]-L-valyl}(methyl)amino]-3-methoxy-5-methylheptanoate). Product: CC([C@@H](C(=O)N1OCCCC1)NC([C@@H]([C@@H](OC)[C@H]1N(CCC1)C(=O)OC(C)(C)C)C)=O)(C)C (tert-Butyl (2S)-2-[(1R,2R)-3-{[(2S)-3,3-dimethyl-1-(1,2-oxazinan-2-yl)-1-oxobutan-2-yl]amino}-1-methoxy-2-methyl-3-oxopropyl]pyrrolidine-1-carboxylate). Reactants: C[C@H](CCCCCC)OC1=C(C#N)C=CC=C1 ((R)-(−)-2-(1Methylheptyloxy)benzonitrile), BrBr (bromine), BrC=1C=CC(=C(C#N)C1)OC[C@H](CC)C ((S)-(+)-5-Bromo-2-(2-methylbutyloxy)benzonitrile). Solvent: C(Cl)(Cl)Cl (chloroform). Product: BrC=1C=CC(=C(C#N)C1)O[C@@H](CCCCCC)C ((R)-(−)-5-Bromo-2-(1-methylheptyloxy)benzonitrile). As a reaction SMILES: [CH3:1][C@@H:2]([O:9][C:10]1[CH:17]=[CH:16][CH:15]=[CH:14][C:11]=1[C:12]#[N:13])[CH2:3][CH2:4][CH2:5][CH2:6][CH2:7][CH3:8].BrBr.[Br:20]C1C=CC(OC[C@@H](C)CC)=C(C=1)C#N>C(Cl)(Cl)Cl>[Br:20][C:15]1[CH:16]=[CH:17][C:10]([O:9][C@H:2]([CH3:1])[CH2:3][CH2:4][CH2:5][CH2:6][CH2:7][CH3:8])=[C:11]([CH:14]=1)[C:12]#[N:13]. Reported procedure: Quantities: compound 40 (12.34 g, 0.054 mol), bromine (17.15 g, 0.0107 mol), chloroform (100 ml). The experimental procedure was as described for the preparation of compound 41. The crude product was purified by column chromatography (20% petrol/dichloromethane) to give a fawn oil. Reactants: FC=1C=C(C=C(C1)F)CC(=O)N[C@@H](C)C(=O)O (N-(3,5-difluorophenylacetyl)-L-alanine), Cl.N[C@H](C(=O)OC)CC1=CC=NC=C1 (methyl (S)2-amino-3-(4-pyridyl)propionate hydrochloride), Cl.N1=CC=C(C=C1)CCl (4-picolylchloride hydrochloride). Yields the product FC=1C=C(C=C(C1)F)CC(=O)N[C@@H](C)C(=O)N[C@H](C(=O)OC)CC1=CC=NC=C1 (Methyl N-[N-(3,5-Difluorophenylacetyl)-L-alaninyl]-(S)-2-amino-3(4pyridyl)propionate). Reaction SMILES: [F:1][C:2]1[CH:3]=[C:4]([CH2:9][C:10]([NH:12][C@H:13]([C:15]([OH:17])=O)[CH3:14])=[O:11])[CH:5]=[C:6]([F:8])[CH:7]=1.Cl.[NH2:19][C@@H:20]([CH2:25][C:26]1[CH:31]=[CH:30][N:29]=[CH:28][CH:27]=1)[C:21]([O:23][CH3:24])=[O:22].Cl.N1C=CC(CCl)=CC=1>>[F:8][C:6]1[CH:5]=[C:4]([CH2:9][C:10]([NH:12][C@H:13]([C:15]([NH:19][C@@H:20]([CH2:25][C:26]2[CH:27]=[CH:28][N:29]=[CH:30][CH:31]=2)[C:21]([O:23][CH3:24])=[O:22])=[O:17])[CH3:14])=[O:11])[CH:3]=[C:2]([F:1])[CH:7]=1 |f:1.2,3.4|. Reported procedure: Following General Procedure A and using N-(3,5-difluorophenylacetyl)-L-alanine (from Example B2 above) and methyl (S)2-amino-3-(4-pyridyl)propionate hydrochloride (prepared by the method set forth above using 4-picolylchloride hydrochloride), the title compound was prepared as a solid. The reaction was monitored by tlc (Rf=0.49 in 10% MeOH/DCM) and the product was purified by silica gel column chromatography. Reactants: Cc1c(C(=O)O)nc(-n2ccc(OCc3ccccc3)cc2=O)n1C, NCc1ccccc1. Product: Cc1c(C(=O)NCc2ccccc2)nc(-n2ccc(OCc3ccccc3)cc2=O)n1C. RXN SMILES: [CH2:1]([c:2]1[cH:3][cH:4][cH:5][cH:6][cH:7]1)[O:8][c:9]1[cH:10][c:11](=[O:25])[n:12](-[c:15]2[n:16]([CH3:24])[c:17]([CH3:23])[c:18]([C:20](=[O:21])[OH:22])[n:19]2)[cH:13][cH:14]1.[NH2:26][CH2:27][c:28]1[cH:29][cH:30][cH:31][cH:32][cH:33]1>>[CH2:1]([c:2]1[cH:3][cH:4][cH:5][cH:6][cH:7]1)[O:8][c:9]1[cH:10][c:11](=[O:25])[n:12](-[c:15]2[n:16]([CH3:24])[c:17]([CH3:23])[c:18]([C:20](=[O:22])[NH:26][CH2:27][c:28]3[cH:29][cH:30][cH:31][cH:32][cH:33]3)[n:19]2)[cH:13][cH:14]1. Reported procedure: A solution of 2-(p-carboethoxymethoxybenzyl)-3-methyl-4-acetoxy-5-propyl-7-chlorobenzofuran (133 mg; 0.28 mmole) in methanol (10 mL) and 10N sodium hydroxide (1 mL) was stirred at room temperature for a period of 30 minutes. Water was then added and the mixture was acidified with 6N hydrochloric acid. The solid was filtered, washed with water, and air-dried to yield 93 mg (82%) of 2-(p-carboxymethoxybenzyl)-3-methyl-4-hydroxy-5-propyl-7-chlorobenzofuran, mp. 179°-180° C. The yield is 85.4%. Reaction SMILES: [C:1]([CH2:6][O:7][C:8]1[CH:32]=[CH:31][C:11]([CH2:12][C:13]2[O:14][C:15]3[C:22]([Cl:23])=[CH:21][C:20]([CH2:24][CH2:25][CH3:26])=[C:19]([O:27]C(=O)C)[C:16]=3[C:17]=2[CH3:18])=[CH:10][CH:9]=1)([O:3]CC)=[O:2].O.Cl>CO.[OH-].[Na+]>[C:1]([CH2:6][O:7][C:8]1[CH:32]=[CH:31][C:11]([CH2:12][C:13]2[O:14][C:15]3[C:22]([Cl:23])=[CH:21][C:20]([CH2:24][CH2:25][CH3:26])=[C:19]([OH:27])[C:16]=3[C:17]=2[CH3:18])=[CH:10][CH:9]=1)([OH:3])=[O:2] |f:4.5|. Yields the product C(=O)(O)COC1=CC=C(CC=2OC3=C(C2C)C(=C(C=C3Cl)CCC)O)C=C1 (2-(p-carboxymethoxybenzyl)-3-methyl-4-hydroxy-5-propyl-7-chlorobenzofuran). The reactants are C(=O)(OCC)COC1=CC=C(CC=2OC3=C(C2C)C(=C(C=C3Cl)CCC)OC(C)=O)C=C1 (2-(p-carboethoxymethoxybenzyl)-3-methyl-4-acetoxy-5-propyl-7-chlorobenzofuran), Cl (hydrochloric acid), O (Water). Run in CO (methanol), [OH-].[Na+] (sodium hydroxide). Reactants: ClC1=NC=2N3C(CN(C2C=N1)CC1=CC=C(C=C1)S(=O)(=O)C)COCC3 (2-chloro-5-(4-(methylsulfonyl)benzyl)-5,6,6a,7,9,10-hexahydro-[1,4]oxazino[3,4-h]pteridine), FC=1C=CC(=C2C(=CNC12)C)B1OC(C(O1)(C)C)(C)C (7-fluoro-3-methyl-4-(4,4,5,5-tetramethyl-1,3,2-dioxaborolan-2-yl)-1H-indole). The reagents and catalysts are C1=CC=C(C=C1)P([C-]2C=CC=C2)C3=CC=CC=C3.C1=CC=C(C=C1)P([C-]2C=CC=C2)C3=CC=CC=C3.Cl[Pd]Cl.[Fe+2] (PdCl2(dppf)). Run in O1CCOCC1 (dioxane), C(=O)(O)[O-].[Na+] (NaHCO3). Yields the product FC=1C=CC(=C2C(=CNC12)C)C1=NC=2N3C(CN(C2C=N1)CC1=CC=C(C=C1)S(=O)(=O)C)COCC3 (2-(7-fluoro-3-methyl-1H-indol-4-yl)-5-(4-(methylsulfonyl)benzyl)-5,6,6a,7,9,10-hexahydro-[1,4]oxazino[3,4-h]pteridine). As a reaction SMILES: Cl[C:2]1[N:11]=[CH:10][C:9]2[N:8]([CH2:12][C:13]3[CH:18]=[CH:17][C:16]([S:19]([CH3:22])(=[O:21])=[O:20])=[CH:15][CH:14]=3)[CH2:7][CH:6]3[CH2:23][O:24][CH2:25][CH2:26][N:5]3[C:4]=2[N:3]=1.[F:27][C:28]1[CH:29]=[CH:30][C:31](B2OC(C)(C)C(C)(C)O2)=[C:32]2[C:36]=1[NH:35][CH:34]=[C:33]2[CH3:37]>O1CCOCC1.C([O-])(O)=O.[Na+].C1C=CC(P(C2C=CC=CC=2)[C-]2C=CC=C2)=CC=1.C1C=CC(P(C2C=CC=CC=2)[C-]2C=CC=C2)=CC=1.Cl[Pd]Cl.[Fe+2]>[F:27][C:28]1[CH:29]=[CH:30][C:31]([C:2]2[N:11]=[CH:10][C:9]3[N:8]([CH2:12][C:13]4[CH:18]=[CH:17][C:16]([S:19]([CH3:22])(=[O:21])=[O:20])=[CH:15][CH:14]=4)[CH2:7][CH:6]4[CH2:23][O:24][CH2:25][CH2:26][N:5]4[C:4]=3[N:3]=2)=[C:32]2[C:36]=1[NH:35][CH:34]=[C:33]2[CH3:37] |f:3.4,5.6.7.8|. Procedure details: The title compound was prepared in a manner similar to EXAMPLE 2 using 2-chloro-5-(4-(methylsulfonyl)benzyl)-5,6,6a,7,9,10-hexahydro-[1,4]oxazino[3,4-h]pteridine (PREPARATION x9, 66.0 mg, 0.167 mmol), 7-fluoro-3-methyl-4-(4,4,5,5-tetramethyl-1,3,2-dioxaborolan-2-yl)-1H-indole (92 mg, 0.334 mmol) and PdCl2(dppf) (9.79 mg, 0.013 mmol) in dioxane (1 mL) and aqueous saturated NaHCO3 (0.2 mL). 1H NMR (400 MHz, DMSO-d6) δ 1.93-2.07 (m, 3H), 2.89-2.99 (m, 1H), 3.21-3.34 (m, 6H), 3.47-3.49 (m, 1H), 3.67... Reactants: C(C)(C)(C)C1=NN(C(=C1)C(C)(C)C)CC1=CC=C(CNC2=CC(=C(C=C2)CCC(=O)OCC)F)C=C1 (ethyl 3-[4-({4-[(3,5-di-tert-butyl-1H-pyrazol-1-yl)methyl]benzyl}amino)-2-fluorophenyl]propanoate), C(CC(O)(C(=O)O)CC(=O)O)(=O)O (citric acid), [OH-].[Na+] (sodium hydroxide), O (Water). Conditions: temperature 60 celsius, time 2 hour. The solvent is CO (methanol), O1CCCC1 (tetrahydrofuran). The product is C(C)(C)(C)C1=NN(C(=C1)C(C)(C)C)CC1=CC=C(CNC2=CC(=C(C=C2)CCC(=O)O)F)C=C1 (3-[4-({4-[(3,5-di-tert-butyl-1H-pyrazol-1-yl)methyl]benzyl}amino)-2-fluorophenyl]propanoic acid). Yield: 87.0%. As a reaction SMILES: [C:1]([C:5]1[CH:9]=[C:8]([C:10]([CH3:13])([CH3:12])[CH3:11])[N:7]([CH2:14][C:15]2[CH:36]=[CH:35][C:18]([CH2:19][NH:20][C:21]3[CH:26]=[CH:25][C:24]([CH2:27][CH2:28][C:29]([O:31]CC)=[O:30])=[C:23]([F:34])[CH:22]=3)=[CH:17][CH:16]=2)[N:6]=1)([CH3:4])([CH3:3])[CH3:2].[OH-].[Na+].O.C(O)(=O)CC(CC(O)=O)(C(O)=O)O>CO.O1CCCC1>[C:1]([C:5]1[CH:9]=[C:8]([C:10]([CH3:13])([CH3:12])[CH3:11])[N:7]([CH2:14][C:15]2[CH:36]=[CH:35][C:18]([CH2:19][NH:20][C:21]3[CH:26]=[CH:25][C:24]([CH2:27][CH2:28][C:29]([OH:31])=[O:30])=[C:23]([F:34])[CH:22]=3)=[CH:17][CH:16]=2)[N:6]=1)([CH3:2])([CH3:3])[CH3:4] |f:1.2|. Procedure details: To a solution of ethyl 3-[4-({4-[(3,5-di-tert-butyl-1H-pyrazol-1-yl)methyl]benzyl}amino)-2-fluorophenyl]propanoate (0.96 g, 1.9 mmol) in a mixture of methanol (8 mL) and tetrahydrofuran (8 mL) was added 1 M aqueous sodium hydroxide solution (4.0 mL), and the mixture was stirred at 60° C. for 2 hr. Water was added to the reaction mixture, and the mixture was weakly acidified with 10% aqueous citric acid solution and extracted with ethyl acetate. The extract was washed with saturated brine, dried ... The reactants are C/C(/C=C/O)=C\C=C\C(=C\CC1=C(C(=C(C=C1Cl)OC(F)(F)F)C)Cl)\C ((2E,4E,6E,8E)-3,7-dimethyl-9-[2,6-dichloro-3methyl-4-(trifluoromethoxy)phenyl]-nonatetraen-1-ol). Reagents/catalysts: [O-2].[O-2].[Mn+4] (manganese dioxide). Run in C(Cl)Cl (methylene chloride), C(Cl)Cl (methylene chloride). Yields the product C\C(=C/C=O)\C=C\C=C(\C=C\C1=C(C(=C(C=C1Cl)OC(F)(F)F)C)Cl)/C ((2E,4E,6E,8E)-3,7-dimethyl-9-[2,6-dichloro-3-methyl-4-(trifluoromethoxy)phenyl]-nonatetraen-1-al). Reaction SMILES: [CH3:1]/[C:2](=[CH:6]\[CH:7]=[CH:8]\[C:9](\[CH3:26])=[CH:10]\[CH2:11][C:12]1[C:17]([Cl:18])=[CH:16][C:15]([O:19][C:20]([F:23])([F:22])[F:21])=[C:14]([CH3:24])[C:13]=1[Cl:25])/[CH:3]=[CH:4]/[OH:5]>[O-2].[O-2].[Mn+4].C(Cl)Cl>[CH3:1]/[C:2](/[CH:6]=[CH:7]/[CH:8]=[C:9](\[CH3:26])/[CH:10]=[CH:11]/[C:12]1[C:17]([Cl:18])=[CH:16][C:15]([O:19][C:20]([F:22])([F:21])[F:23])=[C:14]([CH3:24])[C:13]=1[Cl:25])=[CH:3]\[CH:4]=[O:5] |f:1.2.3|. Reported procedure: (2E,4E,6E,8E)-3,7-dimethyl-9-[2,6-dichloro-3methyl-4-(trifluoromethoxy)phenyl]-nonatetraen-1-ol (0.6mmol) could be dissolved in 20 ml. of methylene chloride and added to a suspension of 1.1 g. of activated manganese dioxide in 40 ml. of methylene chloride with stirring. Ater the reaction is complete, the resulting mixture is filtered and the filtrate evaporated to give (2E,4E,6E,8E)-3,7-dimethyl-9-[2,6-dichloro-3-methyl-4-(trifluoromethoxy)phenyl]-nonatetraen-1-al, which is further purified by c... Starting materials: O=C(NC(=S)NC1(c2cccc(F)c2F)COC(C(F)(F)F)C1CO)c1ccccc1, O=S(=O)(OS(=O)(=O)C(F)(F)F)C(F)(F)F, c1ccncc1. The product is O=C(NC1=NC2(c3cccc(F)c3F)COC(C(F)(F)F)C2CS1)c1ccccc1. As a reaction SMILES: [F:1][c:2]1[c:3]([C:9]2([NH:20][C:21](=[S:22])[NH:23][C:24]([c:25]3[cH:26][cH:27][cH:28][cH:29][cH:30]3)=[O:31])[CH2:10][O:11][CH:12]([C:16]([F:17])([F:18])[F:19])[CH:13]2[CH2:14][OH:15])[cH:4][cH:5][cH:6][c:7]1[F:8].[F:32][C:33]([S:34]([O:35][S:36]([C:37]([F:38])([F:39])[F:40])(=[O:41])=[O:42])(=[O:43])=[O:44])([F:45])[F:46].[cH:47]1[cH:48][cH:49][n:50][cH:51][cH:52]1>>[F:1][c:2]1[c:3]([C:9]23[CH2:10][O:11][CH:12]([C:16]([F:17])([F:18])[F:19])[CH:13]2[CH2:14][S:22][C:21]([NH:23][C:24]([c:25]2[cH:26][cH:27][cH:28][cH:29][cH:30]2)=[O:31])=[N:20]3)[cH:4][cH:5][cH:6][c:7]1[F:8].